From a dataset of the Open Reaction Database (ORD), a public repository of structured organic reaction records. describe an organic reaction: reactants, conditions, products, and yield Starting materials: O (water), BrCCCCN1C(C=2C(C1=O)=CC=CC2)=O (N-(4-bromobutyl)phthalimide), C1(=CC=CC=C1)C1=CC=C(C=C1)O (4-phenylphenol), C([O-])([O-])=O.[K+].[K+] (potassium carbonate). Solvent: CN(C)C=O (DMF). Conditions: temperature 85 celsius, time 16 hour. The product is C1(C=2C(C(N1)=O)=CC=CC2)=O (phthalimide). Isolated yield 162.3%. Reaction SMILES: BrCCCC[N:6]1[C:10](=[O:11])[C:9]2=[CH:12][CH:13]=[CH:14][CH:15]=[C:8]2[C:7]1=[O:16].C1(C2C=CC(O)=CC=2)C=CC=CC=1.C(=O)([O-])[O-].[K+].[K+].O>CN(C=O)C>[C:10]1(=[O:11])[NH:6][C:7](=[O:16])[C:8]2=[CH:15][CH:14]=[CH:13][CH:12]=[C:9]12 |f:2.3.4|. Procedure: A mixture of N-(4-bromobutyl)phthalimide (14.1 g, 50 mmol), 4-phenylphenol (8.5 g, 50 mmol), and potassium carbonate (15.0 g, 108 mmol) in DMF (75 ml) was stirred under nitrogen for 16 hours at 85° C., then water (200 ml) was added dropwise to the cooled solution. The precipitate was collected by filtration, and recrystallized from methanol-water to provide N-[4-(1,1'-bi-phenyl]-4-yloxy)butyl]phthalimide as an off-white solid (11.94 g, 64% yield), mp 114°-115° C. Starting materials: Cl.OC(C1CCN(CC1)CCCC(=O)C1=CC=C(C=C1)C(C(=O)OCC)(C)C)(C1=CC=CC=C1)C1=CC=CC=C1 (ethyl 4-[4-[4-(hydroxydiphenylmethyl)-1-piperidinyl]-1-oxobutyl]-α,α-dimethylbenzeneacetate hydrochloride), ketone carbonyl. The reagents and catalysts are [Pt]=O (platinum oxide). The solvent is C(C)O (ethanol), CO (methanol). The product is Cl.OC(C1CCN(CC1)CCCC(O)C1=CC=C(C=C1)C(C(=O)OCC)(C)C)(C1=CC=CC=C1)C1=CC=CC=C1 (ethyl 4-[4-[4-(hydroxydiphenylmethyl)-1-piperidinyl]-1-hydroxybutyl]-α,α-dimethylbenzeneacetate HCl). Reaction SMILES: [ClH:1].[OH:2][C:3]([C:35]1[CH:40]=[CH:39][CH:38]=[CH:37][CH:36]=1)([C:29]1[CH:34]=[CH:33][CH:32]=[CH:31][CH:30]=1)[CH:4]1[CH2:9][CH2:8][N:7]([CH2:10][CH2:11][CH2:12][C:13]([C:15]2[CH:20]=[CH:19][C:18]([C:21]([CH3:28])([CH3:27])[C:22]([O:24][CH2:25][CH3:26])=[O:23])=[CH:17][CH:16]=2)=[O:14])[CH2:6][CH2:5]1>C(O)C.CO.[Pt]=O>[ClH:1].[OH:2][C:3]([C:29]1[CH:34]=[CH:33][CH:32]=[CH:31][CH:30]=1)([C:35]1[CH:40]=[CH:39][CH:38]=[CH:37][CH:36]=1)[CH:4]1[CH2:9][CH2:8][N:7]([CH2:10][CH2:11][CH2:12][CH:13]([C:15]2[CH:20]=[CH:19][C:18]([C:21]([CH3:27])([CH3:28])[C:22]([O:24][CH2:25][CH3:26])=[O:23])=[CH:17][CH:16]=2)[OH:14])[CH2:6][CH2:5]1 |f:0.1,5.6|. Procedure details: A solution of 5.64 g (0.01 mole) of ethyl 4-[4-[4-(hydroxydiphenylmethyl)-1-piperidinyl]-1-oxobutyl]-α,α-dimethylbenzeneacetate hydrochloride in 200 ml of absolute ethanol and 50 ml of methanol and 0.5 g of platinum oxide is hydrogenated at about 50 psi for about 1 hour until the infrared showed no evidence of a ketone carbonyl function. The solution is filtered and the filtrate concentrated leaving a residue which is recrystallized from butanone and methanol-butanone to give ethyl 4-[4-[4-(hydr...